Dataset: the Open Reaction Database (ORD), a public repository of structured organic reaction records. Task: describe an organic reaction: reactants, conditions, products, and yield RXN SMILES: [NH:1]1[C:5]2[CH:6]=[CH:7][CH:8]=[CH:9][C:4]=2[N:3]=[C:2]1[C:10]1[C:11]([NH2:15])=[N:12][O:13][N:14]=1.CO.[C:18](#[N:21])[CH:19]=[CH2:20]>N1C=CC=CC=1>[NH:3]1[C:4]2[CH:9]=[CH:8][CH:7]=[CH:6][C:5]=2[N:1]=[C:2]1[C:10]1[C:11]([NH:15][CH2:20][CH2:19][C:18]#[N:21])=[N:12][O:13][N:14]=1. Yields the product N1C(=NC2=C1C=CC=C2)C=2C(=NON2)NCCC#N (4-(1H-Benzimidazol-2-yl)-furazan-3-yl-N-(2-cyanoethyl)-amine). Procedure: To a solution of 4-(1H-benzimidazol-2-yl)-furazan-3-ylamine (0.10 g, 0.497 mmol) in pyridine (5 ml) sodium in methanol (0.02 g, 0.86 mmol in 1 ml) and acrylonitrile (0.03 g, 0.39 mmol) are added sequentially at 0° C. The mixture is stirred over night. Evaporation of the solvent under reduced pressure and partitioning of the resulting residue between water and ethyl acetate followed by drying of the organic solution over sodium sulphate gives the title compound in pure form. 1H-NMR (400 MHz, d6-D... Reactants: N1C(=NC2=C1C=CC=C2)C=2C(=NON2)N (4-(1H-benzimidazol-2-yl)-furazan-3-ylamine), CO (methanol), C(C=C)#N (acrylonitrile). Run in N1=CC=CC=C1 (pyridine). Starting materials: COC(=O)C=1C(=C2C=C(C(N(C2=CN1)CC1=CC=CC=C1)=O)CC1=CC=CC=C1)O (1,3-dibenzyl-5-hydroxy-2-oxo-1,2-dihydro-[1,7]naphthyridine-6-carboxylic acid methyl ester), NCCC(=O)O (β-alanine), C[O-].[Na+] (NaOMe). Solvent: C(=O)(O)[O-].[Na+] (NaHCO3). Product: C(C1=CC=CC=C1)N1C(C(=CC2=C(C(=NC=C12)C(=O)NCCC(=O)O)O)CC1=CC=CC=C1)=O (3-[(1,3-Dibenzyl-5-hydroxy-2-oxo-1,2-dihydro-[1,7]naphthyridine-6-carbonyl)-amino]-propionic acid). The yield is 54.6%. As a reaction SMILES: CO[C:3]([C:5]1[C:6]([OH:30])=[C:7]2[C:12](=[CH:13][N:14]=1)[N:11]([CH2:15][C:16]1[CH:21]=[CH:20][CH:19]=[CH:18][CH:17]=1)[C:10](=[O:22])[C:9]([CH2:23][C:24]1[CH:29]=[CH:28][CH:27]=[CH:26][CH:25]=1)=[CH:8]2)=[O:4].[NH2:31][CH2:32][CH2:33][C:34]([OH:36])=[O:35].C[O-].[Na+]>C([O-])(O)=O.[Na+]>[CH2:15]([N:11]1[C:12]2[C:7](=[C:6]([OH:30])[C:5]([C:3]([NH:31][CH2:32][CH2:33][C:34]([OH:36])=[O:35])=[O:4])=[N:14][CH:13]=2)[CH:8]=[C:9]([CH2:23][C:24]2[CH:25]=[CH:26][CH:27]=[CH:28][CH:29]=2)[C:10]1=[O:22])[C:16]1[CH:21]=[CH:20][CH:19]=[CH:18][CH:17]=1 |f:2.3,4.5|. Procedure: A mixture of 1,3-dibenzyl-5-hydroxy-2-oxo-1,2-dihydro-[1,7]naphthyridine-6-carboxylic acid methyl ester (35 mg, 0.088 mmol), β-alanine (624 mg, 7.0 mmol) and NaOMe solution (10.5 mL, 5.3 mmol, 0.5 M in MeOH) was refluxed for 16 h. After the mixture was cooled to r.t., the solvent was evaporated in vacuo. The residue was partitioned between EtOAc and water. 1 M HCl was added until pH was about 3. The aqueous layer was extracted with additional EtOAc, and the organic layers were combined, dried ov...